From a dataset of the Open Reaction Database (ORD), a public repository of structured organic reaction records. describe an organic reaction: reactants, conditions, products, and yield Starting materials: Clc1ccc(OCCBr)cc1, CCCc1nc2cc(NS(=O)(=O)c3ccc(F)cc3)ccc2n1CC(=O)OC(C)(C)C, CC#N, CCOC(C)=O, [K+], [K+], O=C([O-])[O-], O. Product: CCCc1nc2cc(N(CCOc3ccc(Cl)cc3)S(=O)(=O)c3ccc(F)cc3)ccc2n1CC(=O)OC(C)(C)C. RXN SMILES: [Br:1][CH2:2][CH2:3][O:4][c:5]1[cH:6][cH:7][c:8]([Cl:11])[cH:9][cH:10]1.[C:18]([CH3:19])([CH3:20])([CH3:21])[O:22][C:23]([CH2:24][n:25]1[c:26]([CH2:45][CH2:46][CH3:47])[n:27][c:28]2[c:29]1[cH:30][cH:31][c:32]([NH:34][S:35](=[O:36])(=[O:37])[c:38]1[cH:39][cH:40][c:41]([F:44])[cH:42][cH:43]1)[cH:33]2)=[O:48].[CH3:49][C:50]#[N:51].[CH3:52][CH2:53][O:54][C:55]([CH3:56])=[O:57].[K+:12].[K+:13].[O-:14][C:15]([O-:16])=[O:17].[OH2:58]>>[CH2:2]([CH2:3][O:4][c:5]1[cH:6][cH:7][c:8]([Cl:11])[cH:9][cH:10]1)[N:34]([c:32]1[cH:31][cH:30][c:29]2[n:25]([CH2:24][C:23]([O:22][C:18]([CH3:19])([CH3:20])[CH3:21])=[O:48])[c:26]([CH2:45][CH2:46][CH3:47])[n:27][c:28]2[cH:33]1)[S:35](=[O:36])(=[O:37])[c:38]1[cH:39][cH:40][c:41]([F:44])[cH:42][cH:43]1. Reactants: C(C)OCC (diethyl ether), [OH-].[K+] (potassium hydroxide), C(C)OC(CCCC(CC1=CNC2=CC=CC=C12)N(C)C(C1=CC(=CC(=C1)C(F)(F)F)C(F)(F)F)=O)=O (5-[(3,5-bistrifluoromethyl-benzoyl)-N-methyl-amino]-6-(1H-indol-3-yl)-hexanoic acid ethyl ester). Solvent: O (water), O (water), O1CCCC1 (tetrahydrofuran). Run at time 18 hour. Product: FC(C=1C=C(C(=O)N(C)C(CCCC(=O)O)CC2=CNC3=CC=CC=C23)C=C(C1)C(F)(F)F)(F)F (5-[N-(3,5-Bistrifluoromethyl-benzoyl)-N-methyl-amino]-6-(1H-indol-3-yl)-hexanoic acid). Reaction SMILES: [OH-].[K+].C([O:5][C:6](=[O:39])[CH2:7][CH2:8][CH2:9][CH:10]([N:21]([C:23](=[O:38])[C:24]1[CH:29]=[C:28]([C:30]([F:33])([F:32])[F:31])[CH:27]=[C:26]([C:34]([F:37])([F:36])[F:35])[CH:25]=1)[CH3:22])[CH2:11][C:12]1[C:20]2[C:15](=[CH:16][CH:17]=[CH:18][CH:19]=2)[NH:14][CH:13]=1)C.C(OCC)C>O.O1CCCC1>[F:36][C:34]([F:35])([F:37])[C:26]1[CH:25]=[C:24]([CH:29]=[C:28]([C:30]([F:33])([F:32])[F:31])[CH:27]=1)[C:23]([N:21]([CH:10]([CH2:11][C:12]1[C:20]2[C:15](=[CH:16][CH:17]=[CH:18][CH:19]=2)[NH:14][CH:13]=1)[CH2:9][CH2:8][CH2:7][C:6]([OH:39])=[O:5])[CH3:22])=[O:38] |f:0.1|. Procedure details: A solution of 108 mg (1.93 mmol) of potassium hydroxide in 1 ml of water is added at room temperature to a solution of 970 mg (1.84 mmol) of 5-[(3,5-bistrifluoromethyl-benzoyl)-N-methyl-amino]-6-(1H-indol-3-yl)-hexanoic acid ethyl ester in 10 ml of tetrahydrofuran. The mixture is stirred at room temperature for 18 hours and then 10 ml of water and 20 ml of diethyl ether are added. The aqueous phase is separated off and rendered acidic with 6N hydrochloric acid. Ethyl acetate is then added and th... The reactants are CC(=O)[O-], CC(=O)[O-], CC#N, Cc1ccc(I)c(C)c1, COP(OC)OC, [Pd+2]. Yields the product COP(=O)(OC)c1ccc(C)cc1C. As a reaction SMILES: [C:20]([O-:21])(=[O:22])[CH3:23].[C:25]([O-:26])(=[O:27])[CH3:28].[CH3:17][C:18]#[N:19].[I:1][c:2]1[c:3]([CH3:9])[cH:4][c:5]([CH3:8])[cH:6][cH:7]1.[P:10]([O:11][CH3:12])([O:13][CH3:14])[O:15][CH3:16].[Pd+2:24]>>[c:2]1([P:10]([O:11][CH3:12])([O:13][CH3:14])=[O:15])[c:3]([CH3:9])[cH:4][c:5]([CH3:8])[cH:6][cH:7]1. Procedure: Sulfuric acid (0.2 ml) and 10.0 g of 3-hydroxy-6-methyl-2,3-dihydrobenzofuran were dissolved in 200 ml of benzene and heated at reflux with the azeotropic removal of water. After 3 hours, the reaction mixture was added to water (500 ml) and extracted with ether. The combined ether extracts were washed with water and saturated aqueous sodium bicarbonate, dried with sodium sulfate and the solvent evaporated to give 6-methylbenzofuran. Run at time 3 hour. Reaction SMILES: S(=O)(=O)(O)O.O[CH:7]1[C:11]2[CH:12]=[CH:13][C:14]([CH3:16])=[CH:15][C:10]=2[O:9][CH2:8]1.O>C1C=CC=CC=1>[CH3:16][C:14]1[CH:13]=[CH:12][C:11]2[CH:7]=[CH:8][O:9][C:10]=2[CH:15]=1. The reactants are O (water), S(O)(O)(=O)=O (Sulfuric acid), OC1COC2=C1C=CC(=C2)C (3-hydroxy-6-methyl-2,3-dihydrobenzofuran), O (water). The solvent is C1=CC=CC=C1 (benzene). Yields the product CC1=CC2=C(C=CO2)C=C1 (6-methylbenzofuran). Reactants: NC=1C=C(C=CC1)S(=O)(=O)N (3-aminobenzenesulfonamide), N(=O)[O-].[Na+] (sodium nitrite). The solvent is S(O)(O)(=O)=O (sulfuric acid), O (water). Conditions: time 30 minute. Product: OC=1C=C(C=CC1)S(=O)(=O)N (3-hydroxybenzenesulfonamide). Yield: 89.6%. As a reaction SMILES: N[C:2]1[CH:3]=[C:4]([S:8]([NH2:11])(=[O:10])=[O:9])[CH:5]=[CH:6][CH:7]=1.N([O-])=[O:13].[Na+]>S(=O)(=O)(O)O.O>[OH:13][C:2]1[CH:3]=[C:4]([S:8]([NH2:11])(=[O:10])=[O:9])[CH:5]=[CH:6][CH:7]=1 |f:1.2|. Reported procedure: To a solution of 3-aminobenzenesulfonamide (2.35 g, 13.6 mmol) in 30% sulfuric acid (18 mL) stirred in a 0° C. ice-water bath was added dropwise a solution of sodium nitrite (1.22 g, 17.7 mmol) in water (10 mL). The resulting reaction solution continued to stir in an ice-water bath for 30 min. The solution was then stirred in a 100° C. oil bath for 30 min. After cooling to room temperature, the reaction solution was partitioned between ethyl acetate and brine. After shaking, the aqueous phase wa...